describe an organic reaction: reactants, conditions, products, and yield From a dataset of the Open Reaction Database (ORD), a public repository of structured organic reaction records. The reactants are Cl.C1(CC1)COC1=C(C=CC(=C1)OC)C=1C2=C(N=CN1)C(=C(N2)C)C(=O)NC2CCNCC2 (4-[2-(cyclopropylmethoxy)-4-methoxyphenyl]-6-methyl-N-piperidin-4-yl-5H-pyrrolo[3,2-d]pyrimidine-7-carboxamide hydrochloride), COCC(=O)Cl (methoxy-acetyl chloride). Product: C1(CC1)COC1=C(C=CC(=C1)OC)C=1C2=C(N=CN1)C(=C(N2)C)C(=O)NC2CCN(CC2)C(COC)=O (4-[2-(Cyclopropylmethoxy)-4-methoxyphenyl]-N-[1-(methoxyacetyl)piperidin-4-yl]-6-methyl-5H-pyrrolo[3,2-d]pyrimidine-7-carboxamide). As a reaction SMILES: Cl.[CH:2]1([CH2:5][O:6][C:7]2[CH:12]=[C:11]([O:13][CH3:14])[CH:10]=[CH:9][C:8]=2[C:15]2[C:16]3[NH:23][C:22]([CH3:24])=[C:21]([C:25]([NH:27][CH:28]4[CH2:33][CH2:32][NH:31][CH2:30][CH2:29]4)=[O:26])[C:17]=3[N:18]=[CH:19][N:20]=2)[CH2:4][CH2:3]1.[CH3:34][O:35][CH2:36][C:37](Cl)=[O:38]>>[CH:2]1([CH2:5][O:6][C:7]2[CH:12]=[C:11]([O:13][CH3:14])[CH:10]=[CH:9][C:8]=2[C:15]2[C:16]3[NH:23][C:22]([CH3:24])=[C:21]([C:25]([NH:27][CH:28]4[CH2:29][CH2:30][N:31]([C:37](=[O:38])[CH2:36][O:35][CH3:34])[CH2:32][CH2:33]4)=[O:26])[C:17]=3[N:18]=[CH:19][N:20]=2)[CH2:4][CH2:3]1 |f:0.1|. Procedure details: Starting from 4-[2-(cyclopropylmethoxy)-4-methoxyphenyl]-6-methyl-N-piperidin-4-yl-5H-pyrrolo[3,2-d]pyrimidine-7-carboxamide hydrochloride (example D.f18) and commercially methoxy-acetyl chloride the title compound is obtained as colorless solid. Reactants: [H-].[H-].[H-].[H-].[Li+].[Al+3] (LiAlH4), BrC=1C=CC(=C(C1)C1NC(CC(C12C(NC1=CC(=CC=C12)Cl)=O)C1=CC(=CC=C1)Cl)=O)OCC(C)(C)C(=O)OC (racemic (2′R,3R,4′S)-2′-[5-bromo-2-(2-methoxycarbonyl-2-methyl-propoxy)-phenyl]-6-chloro-4′-(3-chlorophenyl)spiro[3H-indole-3,3′-piperidine]-2,6′(1H)-dione). Solvent: C(C)OCC (diethyl ether). Run at time 10 minute. The product is BrC=1C=CC(=C(C1)C1NC(CC(C12C(NC1=CC(=CC=C12)Cl)=O)C1=CC(=CC=C1)Cl)=O)OCC(CO)(C)C (racemic (2′R,3R,4′S)-2′-[5-bromo-2-(3-hydroxy-2,2-dimethyl-propoxy)-phenyl]-6-chloro-4′-(3-chlorophenyl)spiro[3H-indole-3,3′-piperidine]-2,6′(1H)-dione). Isolated yield 41.7%. As a reaction SMILES: [H-].[H-].[H-].[H-].[Li+].[Al+3].[Br:7][C:8]1[CH:9]=[CH:10][C:11]([O:38][CH2:39][C:40]([C:43](OC)=[O:44])([CH3:42])[CH3:41])=[C:12]([CH:14]2[C:19]3([C:27]4[C:22](=[CH:23][C:24]([Cl:28])=[CH:25][CH:26]=4)[NH:21][C:20]3=[O:29])[CH:18]([C:30]3[CH:35]=[CH:34][CH:33]=[C:32]([Cl:36])[CH:31]=3)[CH2:17][C:16](=[O:37])[NH:15]2)[CH:13]=1>C(OCC)C>[Br:7][C:8]1[CH:9]=[CH:10][C:11]([O:38][CH2:39][C:40]([CH3:42])([CH3:41])[CH2:43][OH:44])=[C:12]([CH:14]2[C:19]3([C:27]4[C:22](=[CH:23][C:24]([Cl:28])=[CH:25][CH:26]=4)[NH:21][C:20]3=[O:29])[CH:18]([C:30]3[CH:35]=[CH:34][CH:33]=[C:32]([Cl:36])[CH:31]=3)[CH2:17][C:16](=[O:37])[NH:15]2)[CH:13]=1 |f:0.1.2.3.4.5|. Procedure details: To a mixture of LiAlH4 (10 mg, 0.26 mmol) in diethyl ether (2 mL) was added racemic (2′R,3R,4′S)-2′-[5-bromo-2-(2-methoxycarbonyl-2-methyl-propoxy)-phenyl]-6-chloro-4′-(3-chlorophenyl)spiro[3H-indole-3,3′-piperidine]-2,6′(1H)-dione prepared in Example 276b (40 mg, 0.062 mmol). The mixture was stirred at room temperature for 10 min, quenched with methanol, purified by Prep-HPLC to give title compound (16 mg, 42%). m/z (M+H)+: 617 The reactants are CCO, O=C[O-], Cc1ccc(C(C)C)c(O)c1, [NH4+]. The product is CC(C)c1ccc(N)cc1O. As a reaction SMILES: [CH3:16][CH2:17][OH:18].[CH:12]([O-:13])=[O:14].[CH:1]([CH3:2])([CH3:3])[c:4]1[c:5]([OH:11])[cH:6][c:7]([CH3:10])[cH:8][cH:9]1.[NH4+:15]>>[CH:1]([CH3:2])([CH3:3])[c:4]1[c:5]([OH:11])[cH:6][c:7]([NH2:15])[cH:8][cH:9]1.